Dataset: the Open Reaction Database (ORD), a public repository of structured organic reaction records. Task: describe an organic reaction: reactants, conditions, products, and yield The reactants are OCC(F)F, Cc1ccc(S(=O)(=O)Cl)cc1, c1ccncc1. The product is Cc1ccc(S(=O)(=O)OCC(F)F)cc1. Reaction SMILES: [F:12][CH:13]([CH2:14][OH:15])[F:16].[c:1]1([CH3:11])[cH:2][cH:3][c:4]([S:7](=[O:8])(=[O:9])[Cl:10])[cH:5][cH:6]1.[cH:17]1[cH:18][cH:19][n:20][cH:21][cH:22]1>>[c:1]1([CH3:11])[cH:2][cH:3][c:4]([S:7](=[O:8])(=[O:9])[O:15][CH2:14][CH:13]([F:12])[F:16])[cH:5][cH:6]1. The reactants are Cl (HCl), COCC(=O)N(C(C#C)C)C1=C(SC=C1C)C (2-methoxy-N-(2,4-dimethylthien-3-yl)-N-(1-butin-3-yl)-acetamide), [OH-].[Na+] (NaOH), II (iodine). Solvent: CO (methanol). Yields the product COCC(=O)N(C(C#CI)C)C1=C(SC=C1C)C (2-Methoxy-N-(2,4-dimethylthien-3-yl)-N-(1-iodo-1-butin-3-yl)-acetamide). As a reaction SMILES: [CH3:1][O:2][CH2:3][C:4]([N:6]([C:11]1[C:15]([CH3:16])=[CH:14][S:13][C:12]=1[CH3:17])[CH:7]([CH3:10])[C:8]#[CH:9])=[O:5].[OH-].[Na+].[I:20]I.Cl>CO>[CH3:1][O:2][CH2:3][C:4]([N:6]([C:11]1[C:15]([CH3:16])=[CH:14][S:13][C:12]=1[CH3:17])[CH:7]([CH3:10])[C:8]#[C:9][I:20])=[O:5] |f:1.2|. Procedure details: A mixture of 2.51 g (0.01 mol) 2-methoxy-N-(2,4-dimethylthien-3-yl)-N-(1-butin-3-yl)-acetamide, 1.3 g (0.0325 mol) NaOH and 100 ml methanol are cooled with stirring to 10°, and 2.65 g (0.01 mol) powdered iodine is then slowly added. The mixture is then stirred for 3 hours at room temperature, neutralized with methanolic HCl-solution, and the solvent evaporated to yield, after chromatography, the title compound. The reactants are C(C)(C)N1C[C@@H](C[C@@H]2C=3C=CC=C4NC=C(C[C@@H]12)C34)C(=O)OC (6-isopropyl-8β-methoxycarbonylergoline), [BH4-].[Na+] (sodium borohydride), [BH4-].[Na+] (sodium borohydride). Run in O (water), CO (methanol). The product is C(C)(C)N1C[C@@H](C[C@@H]2C=3C=CC=C4NC=C(C[C@@H]12)C34)CO (6-isopropyl-8β-hydroxymethylergoline). Isolated yield 89.3%. RXN SMILES: [CH:1]([N:4]1[C@H:18]2[C@@H:8]([C:9]3[CH:10]=[CH:11][CH:12]=[C:13]4[C:19]=3[C:16]([CH2:17]2)=[CH:15][NH:14]4)[CH2:7][C@@H:6]([C:20](OC)=[O:21])[CH2:5]1)([CH3:3])[CH3:2].[BH4-].[Na+]>CO.O>[CH:1]([N:4]1[C@H:18]2[C@@H:8]([C:9]3[CH:10]=[CH:11][CH:12]=[C:13]4[C:19]=3[C:16]([CH2:17]2)=[CH:15][NH:14]4)[CH2:7][C@@H:6]([CH2:20][OH:21])[CH2:5]1)([CH3:3])[CH3:2] |f:1.2|. Procedure: 8 grams of 6-isopropyl-8β-methoxycarbonylergoline was added to a mixture of 8 g of sodium borohydride in 200 ml of methanol. The reaction mixture was heated under reflux for 2 hrs; then a second 2 g batch of sodium borohydride was added. The mixture was cooled after 3 hrs, diluted with water, and the precipitate was filtered to give 6.5 g of 6-isopropyl-8β-hydroxymethylergoline, m.p. 192°-194° C., after crystallization from methanol. A solution of 13 g of 4-toluenesulfonyl chloride in 87 ml of p... Reactants: C([O-])(O)=O.[Na+] (sodium bicarbonate), BrC=1C=C(C=NC1)OC[C@H]1N(CCC1)C (5-bromo-3-(1-methyl-2-(S)-pyrrolidinylmethoxy)-pyridine), C([O-])([O-])=O.[Na+].[Na+] (sodium carbonate), C1(=CC=CC2=CC=CC=C12)B(O)O (1-naphthaleneboronic acid). Reagents/catalysts: C=1C=CC(=CC1)[P](C=2C=CC=CC2)(C=3C=CC=CC3)[Pd]([P](C=4C=CC=CC4)(C=5C=CC=CC5)C=6C=CC=CC6)([P](C=7C=CC=CC7)(C=8C=CC=CC8)C=9C=CC=CC9)[P](C=1C=CC=CC1)(C=1C=CC=CC1)C=1C=CC=CC1 (tetrakis(triphenylphosphine)palladium(0)). The solvent is O (Water), C1=CC=CC=C1 (benzene). The product is C1(=CC=CC2=CC=CC=C12)C=1C=C(C=NC1)OC[C@H]1N(CCC1)C (5-(1-Naphthalenyl)-3-(1-methyl-2-(S)-pyrrolidinylmethoxy)pyridine). The yield is 61.6%. Reaction SMILES: Br[C:2]1[CH:3]=[C:4]([O:8][CH2:9][C@@H:10]2[CH2:14][CH2:13][CH2:12][N:11]2[CH3:15])[CH:5]=[N:6][CH:7]=1.C(=O)([O-])[O-].[Na+].[Na+].[C:22]1(B(O)O)[C:31]2[C:26](=[CH:27][CH:28]=[CH:29][CH:30]=2)[CH:25]=[CH:24][CH:23]=1.C(=O)(O)[O-].[Na+]>C1C=CC=CC=1.C1C=CC([P]([Pd]([P](C2C=CC=CC=2)(C2C=CC=CC=2)C2C=CC=CC=2)([P](C2C=CC=CC=2)(C2C=CC=CC=2)C2C=CC=CC=2)[P](C2C=CC=CC=2)(C2C=CC=CC=2)C2C=CC=CC=2)(C2C=CC=CC=2)C2C=CC=CC=2)=CC=1.O>[C:30]1([C:2]2[CH:3]=[C:4]([O:8][CH2:9][C@@H:10]3[CH2:14][CH2:13][CH2:12][N:11]3[CH3:15])[CH:5]=[N:6][CH:7]=2)[C:31]2[C:26](=[CH:25][CH:24]=[CH:23][CH:22]=2)[CH:27]=[CH:28][CH:29]=1 |f:1.2.3,5.6,^1:49,51,70,89|. Reported procedure: To a solution of 5-bromo-3-(1-methyl-2-(S)-pyrrolidinylmethoxy)-pyridine (272 mg, 1.00 mmol) in benzene (2.0 mL) were added aqueous sodium carbonate (2.0M, 1.0 mL), tetrakis(triphenylphosphine)palladium(0) (35 mg, 0.03 mmol) and 1-naphthaleneboronic acid (189 mg, 1.10 mmol). The reaction mixture was refluxed overnight, then cooled to room temperature. Water (2 mL) was added, and solid sodium bicarbonate was added until the aqueous layer was saturated. The mixture was extracted with EtOAc, which ... The reactants are C(#N)C1=NC=CC(=C1)CN1C([C@H](CC1)NS(=O)(=O)C1=CC2=CC(=CC=C2C=C1)OC)=O (7-methoxynaphthalene-2-sulfonic acid-[1-(2-cyano-pyridin-4-ylmethyl)-2-oxopyrrolidin-3-(S)-yl]amide), BrCC(=O)OC(C)(C)C (tert-butyl bromoacetate). The product is C(C)(C)(C)OC(CN(S(=O)(=O)C1=CC2=CC(=CC=C2C=C1)OC)[C@@H]1C(N(CC1)CC1=CC(=NC=C1)C#N)=O)=O (2-[[1-(2-Cyanopyridine-4-ylmethyl)-2-oxopyrrolidin-3-(S)-yl]-(7-methoxynaphthalene-2-sulfonyl)amino]acetic acid tert-butyl ester). RXN SMILES: [C:1]([C:3]1[CH:8]=[C:7]([CH2:9][N:10]2[CH2:14][CH2:13][C@H:12]([NH:15][S:16]([C:19]3[CH:28]=[CH:27][C:26]4[C:21](=[CH:22][C:23]([O:29][CH3:30])=[CH:24][CH:25]=4)[CH:20]=3)(=[O:18])=[O:17])[C:11]2=[O:31])[CH:6]=[CH:5][N:4]=1)#[N:2].Br[CH2:33][C:34]([O:36][C:37]([CH3:40])([CH3:39])[CH3:38])=[O:35]>>[C:37]([O:36][C:34](=[O:35])[CH2:33][N:15]([C@H:12]1[CH2:13][CH2:14][N:10]([CH2:9][C:7]2[CH:6]=[CH:5][N:4]=[C:3]([C:1]#[N:2])[CH:8]=2)[C:11]1=[O:31])[S:16]([C:19]1[CH:28]=[CH:27][C:26]2[C:21](=[CH:22][C:23]([O:29][CH3:30])=[CH:24][CH:25]=2)[CH:20]=1)(=[O:18])=[O:17])([CH3:40])([CH3:39])[CH3:38]. Procedure: The title compound is prepared from 7-methoxynaphthalene-2-sulfonic acid-[1-(2-cyano-pyridin-4-ylmethyl)-2-oxopyrrolidin-3-(S)-yl]amide as described in EXAMPLE 141, Part D using tert-butyl bromoacetate in place of benzyl bromide. The crude product is purified by column chromatography eluting with gradient of 10% EtOAc/CH2Cl2 to 25% EtOAc/CH2Cl2 to afford the title compound as a white solid. Reactants: CCOC(C)=O, COCCOCCOCCOCCOCCOCCOCCOCCOCCOCc1ccccc1. Yields the product COCCOCCOCCOCCOCCOCCOCCOCCOCCO. RXN SMILES: [CH3:37][CH2:38][O:39][C:40](=[O:41])[CH3:42].[c:1]1([CH2:2][O:8][CH2:9][CH2:10][O:11][CH2:12][CH2:13][O:14][CH2:15][CH2:16][O:17][CH2:18][CH2:19][O:20][CH2:21][CH2:22][O:23][CH2:24][CH2:25][O:26][CH2:27][CH2:28][O:29][CH2:30][CH2:31][O:32][CH2:33][CH2:34][O:35][CH3:36])[cH:3][cH:4][cH:5][cH:6][cH:7]1>>[OH:8][CH2:9][CH2:10][O:11][CH2:12][CH2:13][O:14][CH2:15][CH2:16][O:17][CH2:18][CH2:19][O:20][CH2:21][CH2:22][O:23][CH2:24][CH2:25][O:26][CH2:27][CH2:28][O:29][CH2:30][CH2:31][O:32][CH2:33][CH2:34][O:35][CH3:36].